Dataset: the Open Reaction Database (ORD), a public repository of structured organic reaction records. Task: describe an organic reaction: reactants, conditions, products, and yield Reactants: N1C(C(=O)OCC)CCCC1 (ethyl pipecolinate), ClC(=O)C1=CN=CS1 (5-chloroformylthiazole). The product is S1C=NC=C1C(=O)N1C(C(=O)OCC)CCCC1 (Ethyl N-(5-thiazolylcarbonyl)pipecolinate), ethyl N8(5-thiazolylcarbonyl)pipecolinate. RXN SMILES: [NH:1]1[CH2:11][CH2:10][CH2:9][CH2:8][CH:2]1[C:3]([O:5][CH2:6][CH3:7])=[O:4].Cl[C:13]([C:15]1[S:19][CH:18]=[N:17][CH:16]=1)=[O:14]>>[S:19]1[C:15]([C:13]([N:1]2[CH2:11][CH2:10][CH2:9][CH2:8][CH:2]2[C:3]([O:5][CH2:6][CH3:7])=[O:4])=[O:14])=[CH:16][N:17]=[CH:18]1. Reported procedure: Ethyl N-(5-thiazolylcarbonyl)pipecolinate is prepared as in Example 1, from 4.4 g of ethyl pipecolinate and 5.25 g of 5-chloroformylthiazole. 7.7 g of ethyl N8(5-thiazolylcarbonyl)pipecolinate are thus obtained in the form of brown oil. (Rf=0.51; thin layer chromatography on silica gel; eluent: 55/45 dichloromethane/ethyl acetate). Reported procedure: 4,4-Dimethyl-8-nitro-2,4-dihydro-1H-benzo[b][1,2,4]triazolo[4,3-d][1,4]oxazin-1-one, iodomethane (73 μL, 1.2 eq.) were dissolved in DMF (4 mL). Sodium hydride (58 mg, 60% suspension in oil, 1.5 eq.) was added to the solution in an ice bath. The reaction mixture was stirred at room temperature for two hours. Water (15 mL) was added to the reaction. White precipitation was filtered and washed with water to give 2,4,4-trimethyl-8-nitro-2,4-dihydro-1H-benzo[b][1,2,4]triazolo[4,3-d][1,4]oxazin-1-one ... Conditions: time 2 hour. The yield is 92.0%. The solvent is CN(C)C=O (DMF). Yields the product CN1N=C2N(C3=C(OC2(C)C)C=CC(=C3)[N+](=O)[O-])C1=O (2,4,4-trimethyl-8-nitro-2,4-dihydro-1H-benzo[b][1,2,4]triazolo[4,3-d][1,4]oxazin-1-one). The reactants are O (Water), CC1(C=2N(C3=C(O1)C=CC(=C3)[N+](=O)[O-])C(NN2)=O)C (4,4-Dimethyl-8-nitro-2,4-dihydro-1H-benzo[b][1,2,4]triazolo[4,3-d][1,4]oxazin-1-one), IC (iodomethane), [H-].[Na+] (Sodium hydride). As a reaction SMILES: [CH3:1][C:2]1([CH3:19])[O:7][C:6]2[CH:8]=[CH:9][C:10]([N+:12]([O-:14])=[O:13])=[CH:11][C:5]=2[N:4]2[C:15](=[O:18])[NH:16][N:17]=[C:3]12.I[CH3:21].[H-].[Na+].O>CN(C=O)C>[CH3:21][N:16]1[C:15](=[O:18])[N:4]2[C:5]3[CH:11]=[C:10]([N+:12]([O-:14])=[O:13])[CH:9]=[CH:8][C:6]=3[O:7][C:2]([CH3:19])([CH3:1])[C:3]2=[N:17]1 |f:2.3|. Reaction SMILES: [CH3:25][c:26]1[c:27]([CH2:28][NH2:29])[c:30]([CH3:35])[cH:31][c:32]([CH3:34])[cH:33]1.[Cl:36][CH2:37][Cl:38].[NH2:1][C:2]1=[N:3][c:4]2[cH:5][cH:6][c:7]([O:15][c:16]3[cH:17][c:18]([C:19](=[O:20])[Cl:21])[cH:22][cH:23][cH:24]3)[cH:8][c:9]2[CH2:10][N:11]1[CH2:12][CH2:13][CH3:14].[OH2:39]>>[NH2:1][C:2]1=[N:3][c:4]2[cH:5][cH:6][c:7]([O:15][c:16]3[cH:17][c:18]([C:19](=[O:20])[NH:29][CH2:28][c:27]4[c:26]([CH3:25])[cH:33][c:32]([CH3:34])[cH:31][c:30]4[CH3:35])[cH:22][cH:23][cH:24]3)[cH:8][c:9]2[CH2:10][N:11]1[CH2:12][CH2:13][CH3:14]. Yields the product CCCN1Cc2cc(Oc3cccc(C(=O)NCc4c(C)cc(C)cc4C)c3)ccc2N=C1N. Starting materials: Cc1cc(C)c(CN)c(C)c1, ClCCl, CCCN1Cc2cc(Oc3cccc(C(=O)Cl)c3)ccc2N=C1N, O. Reactants: CN(C(=O)OC(C)(C)C)C1CN(Cc2ccccc2)CC1c1ccccc1, CO, O=C[O-], [NH4+]. Yields the product CN(C(=O)OC(C)(C)C)C1CNCC1c1ccccc1. Reaction SMILES: [C:1]([CH3:2])([CH3:3])([CH3:4])[O:5][C:6]([N:7]([CH3:8])[CH:9]1[CH2:10][N:11]([CH2:20][c:21]2[cH:22][cH:23][cH:24][cH:25][cH:26]2)[CH2:12][CH:13]1[c:14]1[cH:15][cH:16][cH:17][cH:18][cH:19]1)=[O:27].[CH3:32][OH:33].[CH:28]([O-:29])=[O:30].[NH4+:31]>>[C:1]([CH3:2])([CH3:3])([CH3:4])[O:5][C:6]([N:7]([CH3:8])[CH:9]1[CH2:10][NH:11][CH2:12][CH:13]1[c:14]1[cH:15][cH:16][cH:17][cH:18][cH:19]1)=[O:27]. Reactants: CC(OC(=O)OC1CC(=O)NC1=O)OC(=O)C(C)C, O=C([O-])O, CC#N, CCOCC, NCCCP(O)O, [Na+], O. The product is CC(OC(=O)NCCCP(O)O)OC(=O)C(C)C. As a reaction SMILES: [C:13]([CH:14]([CH3:15])[CH3:16])(=[O:17])[O:18][CH:19]([CH3:20])[O:21][C:22](=[O:23])[O:24][CH:25]1[CH2:26][C:27](=[O:28])[NH:29][C:30]1=[O:31].[C:8](=[O:9])([OH:10])[O-:11].[CH3:33][C:34]#[N:35].[CH3:36][CH2:37][O:38][CH2:39][CH3:40].[NH2:1][CH2:2][CH2:3][CH2:4][P:5]([OH:6])[OH:7].[Na+:12].[OH2:32]>>[NH:1]([CH2:2][CH2:3][CH2:4][P:5]([OH:6])[OH:7])[C:22]([O:21][CH:19]([O:18][C:13]([CH:14]([CH3:15])[CH3:16])=[O:17])[CH3:20])=[O:23]. Reactants: FC1=CC2=C(NC=N2)C=C1F (5,6-difluoro-1H-benzimidazole), C/C(=N\[Si](C)(C)C)/O[Si](C)(C)C (N,O-bis(trimethlsilyl)acetamide), FC(S(=O)(=O)O[Si](C)(C)C)(F)F (Trimethylsilyl trifluoromethanesulfonate), solid, C(C)(=O)O[C@H]1[C@H](OC(C)=O)[C@H](OC(C)=O)[C@H](OC(C)=O)CO1 (1,2,3,4-tetra-O-acetyl-b-D-ribopyranose), C([O-])(O)=O.[Na+] (sodium bicarbonate). Run in ClCCCl (1,2-dichloroethane), CO (methanol). Yields the product FC1=CC2=C(N(C=N2)[C@H]2[C@H](OC(C)=O)[C@H](OC(C)=O)[C@H](OC(C)=O)CO2)C=C1F (5,6-Difluoro-1-(2,3,4-tri-O-acetyl-beta-D-ribopyranosyl)-1H-benzimidazole). Isolated yield 40.0%. As a reaction SMILES: [F:1][C:2]1[C:10]([F:11])=[CH:9][C:5]2[NH:6][CH:7]=[N:8][C:4]=2[CH:3]=1.C/C(/O[Si](C)(C)C)=N\[Si](C)(C)C.FC(F)(F)S(O[Si](C)(C)C)(=O)=O.C(O[C@@H:40]1[O:57][CH2:56][C@@H:51]([O:52][C:53](=[O:55])[CH3:54])[C@@H:46]([O:47][C:48](=[O:50])[CH3:49])[C@H:41]1[O:42][C:43](=[O:45])[CH3:44])(=O)C.C(=O)(O)[O-].[Na+]>ClCCCl.CO>[F:11][C:10]1[C:2]([F:1])=[CH:3][C:4]2[N:8]([C@@H:56]3[O:57][CH2:40][C@@H:41]([O:42][C:43](=[O:45])[CH3:44])[C@@H:46]([O:47][C:48](=[O:50])[CH3:49])[C@H:51]3[O:52][C:53](=[O:55])[CH3:54])[CH:7]=[N:6][C:5]=2[CH:9]=1 |f:4.5|. Procedure details: As per General Procedure III. 5,6-difluoro-1H-benzimidazole (1.0 g, 6.5 mmol), N,O-bis(trimethlsilyl)acetamide (1.6 ml, 6.5 mmol), in 50 ml 1,2-dichloroethane (Aldrich Sure Seal, Milwaukee) were heated at 85° C. for 2.5 h under a nitrogen atmosphere then allowed to cool to rt. Trimethylsilyl trifluoromethanesulfonate (1.4 ml, 7.2 mmol) and 2.0 g (6.3 mmol) solid 1,2,3,4-tetra-O-acetyl-b-D-ribopyranose (beta-D-ribopyranose 1,2,3,4-tetraacetate, Aldrich, Milwaukee) was added and the mixture was he... Starting materials: C(C1=CC=CC=C1)N1CCC(CC1)(O)C1=CC(=C(C=C1)OC)OC (1-benzyl-4-(3,4-dimethoxyphenyl)piperidine-4-ol). Run in C(C)(=O)O (acetic acid). Product: C(C1=CC=CC=C1)N1CCC(=CC1)C1=CC(=C(C=C1)OC)OC (1-benzyl-4-(3,4-dimethoxyphenyl)-1,2,3,6-tetrahydropyridine). Yield: 89.6%. RXN SMILES: [CH2:1]([N:8]1[CH2:13][CH2:12][C:11]([C:15]2[CH:20]=[CH:19][C:18]([O:21][CH3:22])=[C:17]([O:23][CH3:24])[CH:16]=2)(O)[CH2:10][CH2:9]1)[C:2]1[CH:7]=[CH:6][CH:5]=[CH:4][CH:3]=1>C(O)(=O)C>[CH2:1]([N:8]1[CH2:9][CH:10]=[C:11]([C:15]2[CH:20]=[CH:19][C:18]([O:21][CH3:22])=[C:17]([O:23][CH3:24])[CH:16]=2)[CH2:12][CH2:13]1)[C:2]1[CH:3]=[CH:4][CH:5]=[CH:6][CH:7]=1. Procedure details: To acetic acid (130 ml) was added 1-benzyl-4-(3,4-dimethoxyphenyl)piperidine-4-ol (26.0 g, 79.4 mmol) obtained in Reference Example 14. The mixture was refluxed for 3 hours. The reaction mixture was concentrated, and the residue was made to basic with a solution of potassium carbonate and extracted with ethyl acetate. The organic extract was washed with water and saturated aqueous sodium chloride, dried over anhydrous sodium sulfate, and concentrated under reduced pressure. The residual crystals... Starting materials: O=C([O-])[O-], C1CNCCN1, COc1cccc(Cl)n1, [K+], [K+], O. Yields the product COc1cccc(N2CCNCC2)n1. As a reaction SMILES: [C:16](=[O:17])([O-:18])[O-:19].[CH2:10]1[CH2:11][NH:12][CH2:13][CH2:14][NH:15]1.[Cl:1][c:2]1[n:3][c:4]([O:8][CH3:9])[cH:5][cH:6][cH:7]1.[K+:20].[K+:21].[OH2:22]>>[c:2]1([N:12]2[CH2:11][CH2:10][NH:15][CH2:14][CH2:13]2)[n:3][c:4]([O:8][CH3:9])[cH:5][cH:6][cH:7]1.